From a dataset of the Open Reaction Database (ORD), a public repository of structured organic reaction records. describe an organic reaction: reactants, conditions, products, and yield Starting materials: Cl.FC(C=1C=C(C=C(C1)C(F)(F)F)C=1CCNCC1)(F)F (4-(3,5-bis(trifluoromethyl)phenyl)-1,2,3,6-tetrahydropyridine hydrochloride), C(=O)[O-].[NH4+] (ammonium formate). Reagents/catalysts: [Pd] (Pd/C). Solvent: CO (CH3OH). Product: Cl.FC(C=1C=C(C=C(C1)C(F)(F)F)C1CCNCC1)(F)F (4-(3,5-Bis(trifluoromethyl)phenyl)piperidine Hydrochloride). The yield is 82.2%. RXN SMILES: [ClH:1].[F:2][C:3]([F:21])([F:20])[C:4]1[CH:5]=[C:6]([C:14]2[CH2:15][CH2:16][NH:17][CH2:18][CH:19]=2)[CH:7]=[C:8]([C:10]([F:13])([F:12])[F:11])[CH:9]=1.C([O-])=O.[NH4+]>CO.[Pd]>[ClH:1].[F:21][C:3]([F:2])([F:20])[C:4]1[CH:5]=[C:6]([CH:14]2[CH2:19][CH2:18][NH:17][CH2:16][CH2:15]2)[CH:7]=[C:8]([C:10]([F:12])([F:13])[F:11])[CH:9]=1 |f:0.1,2.3,6.7|. Procedure details: A mixture of 4-(3,5-bis(trifluoromethyl)phenyl)-1,2,3,6-tetrahydropyridine hydrochloride (19, 452 mg, 1.37 mmol), ammonium formate (0.863 g, 13.7 mmol), and 10% Pd/C (0.332 g) in CH3OH (10 mL) was heated at reflux for 7 h. The mixture was cooled to ambient temperature and was filtered over Celite. The filtrate was concentrated and the resulting residue was diluted in CH2Cl2 (8 mL) and CH3OH (2 mL). To this solution was added HCl (2.0 N solution in Et2O, 6 mL). The resulting solids were collected... Starting materials: [N+](=O)(O)[O-] (nitric acid), C(O)([O-])=O.[Na+] (sodium hydrogencarbonate), C(CCCCCCC)N1CCCC2=C(C(=C(C=C12)C)CC(=O)OCC)C (1-Octyl-6-ethoxycarbonylmethyl-5,7-dimethyl-1,2,3,4-tetrahydroquinoline), ice water. Run in C(C)(=O)OC(C)=O (acetic anhydride), C(C)(=O)OC(C)=O (acetic anhydride). Run at time 0.5 hour. Product: C(CCCCCCC)N1CCCC2=C(C(=C(C(=C12)[N+](=O)[O-])C)CC(=O)OCC)C (1-octyl-6-ethoxycarbonylmethyl-5,7-dimethyl-8-nitro-1,2,3,4-tetrahydroquinoline). The yield is 62.2%. RXN SMILES: [CH2:1]([N:9]1[C:18]2[C:13](=[C:14]([CH3:26])[C:15]([CH2:20][C:21]([O:23][CH2:24][CH3:25])=[O:22])=[C:16]([CH3:19])[CH:17]=2)[CH2:12][CH2:11][CH2:10]1)[CH2:2][CH2:3][CH2:4][CH2:5][CH2:6][CH2:7][CH3:8].[N+:27]([O-])([OH:29])=[O:28].C(=O)([O-])O.[Na+]>C(OC(=O)C)(=O)C>[CH2:1]([N:9]1[C:18]2[C:13](=[C:14]([CH3:26])[C:15]([CH2:20][C:21]([O:23][CH2:24][CH3:25])=[O:22])=[C:16]([CH3:19])[C:17]=2[N+:27]([O-:29])=[O:28])[CH2:12][CH2:11][CH2:10]1)[CH2:2][CH2:3][CH2:4][CH2:5][CH2:6][CH2:7][CH3:8] |f:2.3|. Procedure details: 1-Octyl-6-ethoxycarbonylmethyl-5,7-dimethyl-1,2,3,4-tetrahydroquinoline (1.0 g) was dissolved in acetic anhydride (5 ml), and a solution of 70% nitric acid (517 mg) in acetic anhydride (3 ml) was dropwise added, which was followed by stirring at the same temperature for 0.5 hr. The reaction mixture was poured into ice water (50 ml), neutralized with saturated aqueous solution of sodium hydrogencarbonate, and extracted with chloroform (50 ml). After washing with water, the chloroform layer was dr... Reactants: BrC=1C=CC2=C(C=C(CCS2(=O)=O)C(=O)NC2=CC=C(C=C2)CN(C2CCOCC2)C)C1 (7-bromo-N-[4-[[N-methyl-N-(tetrahydropyran-4-yl)amino]methyl]phenyl]-1,1-dioxo-2,3-dihydro-1-benzothiepine-4-carboxamide), B(OC1=CC(=C(C=C1)OCCOCCC)OCC)([O-])[O-] (3-ethoxy-4-(2-propoxyethoxy)phenyl borate), C([O-])([O-])=O.[K+].[K+] (potassium carbonate). Reagents/catalysts: C=1C=CC(=CC1)[P](C=2C=CC=CC2)(C=3C=CC=CC3)[Pd]([P](C=4C=CC=CC4)(C=5C=CC=CC5)C=6C=CC=CC6)([P](C=7C=CC=CC7)(C=8C=CC=CC8)C=9C=CC=CC9)[P](C=1C=CC=CC1)(C=1C=CC=CC1)C=1C=CC=CC1 (tetrakistriphenylphosphinepalladium). Solvent: C1(=CC=CC=C1)C.C(C)O.O (toluene ethanol water). Run at time 1 hour. Yields the product C(C)OC=1C=C(C=CC1OCCOCCC)C=1C=CC2=C(C=C(CCS2(=O)=O)C(=O)NC2=CC=C(C=C2)CN(C2CCOCC2)C)C1 (7-[3-ethoxy-4-(2-propoxyethoxy)phenyl]-N-[4-[[N-methyl-N-(tetrahydropyran-4-yl)amino]methyl]phenyl]-1,1-dioxo-2,3-dihydro-1-benzothiepine-4-carboxamide). Yield: 61.9%. Reaction SMILES: Br[C:2]1[CH:3]=[CH:4][C:5]2[S:11](=[O:13])(=[O:12])[CH2:10][CH2:9][C:8]([C:14]([NH:16][C:17]3[CH:22]=[CH:21][C:20]([CH2:23][N:24]([CH3:31])[CH:25]4[CH2:30][CH2:29][O:28][CH2:27][CH2:26]4)=[CH:19][CH:18]=3)=[O:15])=[CH:7][C:6]=2[CH:32]=1.B([O-])([O-])O[C:35]1[CH:40]=[CH:39][C:38]([O:41][CH2:42][CH2:43][O:44][CH2:45][CH2:46][CH3:47])=[C:37]([O:48][CH2:49][CH3:50])[CH:36]=1.C(=O)([O-])[O-].[K+].[K+]>C1(C)C=CC=CC=1.C(O)C.O.C1C=CC([P]([Pd]([P](C2C=CC=CC=2)(C2C=CC=CC=2)C2C=CC=CC=2)([P](C2C=CC=CC=2)(C2C=CC=CC=2)C2C=CC=CC=2)[P](C2C=CC=CC=2)(C2C=CC=CC=2)C2C=CC=CC=2)(C2C=CC=CC=2)C2C=CC=CC=2)=CC=1>[CH2:49]([O:48][C:37]1[CH:36]=[C:35]([C:2]2[CH:3]=[CH:4][C:5]3[S:11](=[O:13])(=[O:12])[CH2:10][CH2:9][C:8]([C:14]([NH:16][C:17]4[CH:18]=[CH:19][C:20]([CH2:23][N:24]([CH3:31])[CH:25]5[CH2:30][CH2:29][O:28][CH2:27][CH2:26]5)=[CH:21][CH:22]=4)=[O:15])=[CH:7][C:6]=3[CH:32]=2)[CH:40]=[CH:39][C:38]=1[O:41][CH2:42][CH2:43][O:44][CH2:45][CH2:46][CH3:47])[CH3:50] |f:2.3.4,5.6.7,^1:73,75,94,113|. Procedure details: Under argon atmosphere, a mixture of 7-bromo-N-[4-[[N-methyl-N-(tetrahydropyran-4-yl)amino]methyl]phenyl]-1,1-dioxo-2,3-dihydro-1-benzothiepine-4-carboxamide (300mg), 3-ethoxy-4-(2-propoxyethoxy)phenyl borate (171 mg) and potassium carbonate (160 mg) in toluene/ethanol/water (10/1/1 ml) was stirred at room temperature for 1 hour. To the mixture was added tetrakistriphenylphosphinepalladium (33 mg), and the mixture was refluxed for 6 hours, cooled, extracted with ethyl acetate, washed with satura... Reactants: C1(CCCCCCCCCCC1)=O (cyclododecanone), Cl.Cl.C(C)N(CC)CCCON (diethylaminopropoxyamine dihydrochloride), C(\C=C\C(=O)[O-])(=O)O (Hydrogen fumarate). Yields the product C(C)N(CC)CCCON=C1CCCCCCCCCCC1 (1-(Diethylamino-propoxyimino)cyclododecane). RXN SMILES: [C:1]1(=O)[CH2:12][CH2:11][CH2:10][CH2:9][CH2:8][CH2:7][CH2:6][CH2:5][CH2:4][CH2:3][CH2:2]1.Cl.Cl.[CH2:16]([N:18]([CH2:21][CH2:22][CH2:23][O:24][NH2:25])[CH2:19][CH3:20])[CH3:17].C(O)(=O)/C=C/C([O-])=O>>[CH2:16]([N:18]([CH2:21][CH2:22][CH2:23][O:24][N:25]=[C:1]1[CH2:12][CH2:11][CH2:10][CH2:9][CH2:8][CH2:7][CH2:6][CH2:5][CH2:4][CH2:3][CH2:2]1)[CH2:19][CH3:20])[CH3:17] |f:1.2.3|. Procedure: Starting from 18.23 g. (0.1 moles) of cyclododecanone and 24.1 g. (0.1 moles) of diethylaminopropoxyamine dihydrochloride, the title compound is prepared as in Example 13. Yield: 25.7 g. (82.77%). Hydrogen fumarate, m.p.: 97°-98° C. Starting materials: Cl, O=N[O-], CCC1=C(c2ccc(-n3ccnc3C)c(N)c2)CNC1=O, [Na+], [Na+], [Na+], O=C([O-])[O-], OP(O)P(O)O. Product: CCC1=C(c2ccc(-n3ccnc3C)cc2)CNC1=O. RXN SMILES: [ClH:38].[N:28]([O-:29])=[O:30].[NH2:1][c:2]1[cH:3][c:4]([C:14]2=[C:15]([CH2:20][CH3:21])[C:16](=[O:19])[NH:17][CH2:18]2)[cH:5][cH:6][c:7]1-[n:8]1[c:9]([CH3:13])[n:10][cH:11][cH:12]1.[Na+:31].[Na+:32].[Na+:33].[O-:34][C:35](=[O:36])[O-:37].[P:22]([P:23]([OH:24])[OH:25])([OH:26])[OH:27]>>[cH:2]1[cH:3][c:4]([C:14]2=[C:15]([CH2:20][CH3:21])[C:16](=[O:19])[NH:17][CH2:18]2)[cH:5][cH:6][c:7]1-[n:8]1[c:9]([CH3:13])[n:10][cH:11][cH:12]1. Reactants: [Cr](=O)(=O)([O-])Cl.[NH+]1=CC=CC=C1 (pyridinium chlorochromate), FC1=CC=C(C=C1)[C@@H]1CC[C@H](CC1)CO ([trans-4-(4-fluorophenyl)cyclohexyl]methanol). The solvent is ClCCl (dichloromethane), C(C)OCC (diethyl ether), C(C)OCC (diethyl ether). Run at time 4 hour. Product: FC1=CC=C(C=C1)[C@@H]1CC[C@H](CC1)C=O (trans-4-(4-fluorophenyl)cyclohexanecarboxaldehyde). The yield is 81.0%. As a reaction SMILES: [Cr](Cl)([O-])(=O)=O.[NH+]1C=CC=CC=1.[F:12][C:13]1[CH:18]=[CH:17][C:16]([C@H:19]2[CH2:24][CH2:23][C@H:22]([CH2:25][OH:26])[CH2:21][CH2:20]2)=[CH:15][CH:14]=1>ClCCl.C(OCC)C>[F:12][C:13]1[CH:14]=[CH:15][C:16]([C@H:19]2[CH2:20][CH2:21][C@H:22]([CH:25]=[O:26])[CH2:23][CH2:24]2)=[CH:17][CH:18]=1 |f:0.1|. Procedure: A suspension of 11.35 g of pyridinium chlorochromate in 80 ml of dichloromethane was treated dropwise with a solution of 6.06 g of [trans-4-(4-fluorophenyl)cyclohexyl]methanol in 18 ml of diethyl ether. The reaction mixture was stirred for 4 hours, then diluted with 50 ml of diethyl ether, decanted off from the dark residue and filtered. Concentration of the filtrate gave 4.86 g of trans-4-(4-fluorophenyl)cyclohexanecarboxaldehyde as a yellowish oil which solidified at room temperature; m.p. <30... Starting materials: CCCCO, CS(C)=O, CCN(C(C)C)C(C)C, Nc1cc(Cl)ncn1, C(CN1CCNCC1)CN1CCOCC1. The product is Nc1cc(N2CCN(CCCN3CCOCC3)CC2)ncn1. As a reaction SMILES: [CH2:37]([OH:38])[CH2:39][CH2:40][CH3:41].[CH3:33][S:34]([CH3:35])=[O:36].[CH:9]([N:10]([CH:11]([CH3:12])[CH3:13])[CH2:14][CH3:15])([CH3:16])[CH3:17].[Cl:1][c:2]1[cH:3][c:4]([NH2:8])[n:5][cH:6][n:7]1.[N:18]1([CH2:24][CH2:25][CH2:26][N:27]2[CH2:28][CH2:29][O:30][CH2:31][CH2:32]2)[CH2:19][CH2:20][NH:21][CH2:22][CH2:23]1>>[c:2]1([N:21]2[CH2:20][CH2:19][N:18]([CH2:24][CH2:25][CH2:26][N:27]3[CH2:28][CH2:29][O:30][CH2:31][CH2:32]3)[CH2:23][CH2:22]2)[cH:3][c:4]([NH2:8])[n:5][cH:6][n:7]1. The reactants are C(C)OP(=O)(OCC)C=1C=C(C=CC1OCP(=O)(OC(C)C)OC(C)C)CCC(=O)O (3-(3-Diethylphosphono-4-diisopropylphosphonomethoxyphenyl)propionic acid), C(N)(=O)C=1C=C(C=CC1OCC1CCCCC1)C(C)N (racemic 1-(3-carbamoyl-4-cyclohexylmethoxyphenyl)ethylamine), C=1C=CC2=C(C1)N=NN2O (HOBt), CCN=C=NCCCN(C)C.Cl (EDC.HCl). The solvent is CN(C)C=O (DMF), CN(C)C=O (DMF), C(Cl)Cl (DCM). Run at time 5 minute. Product: C(C)OP(OCC)(=O)C1=C(C=CC(=C1)CCC(NC(C)C1=CC(=C(C=C1)OCC1CCCCC1)C(N)=O)=O)OCP(=O)(OC(C)C)OC(C)C ((5-{2-[1-(3-Carbamoyl-4-cyclohexylmethoxy-phenyl)ethylcarbamoyl]ethyl}-2-diisopropylphosphonomethoxy-phenyl)phosphonic Acid Diethyl Ester). The yield is 81.5%. Reaction SMILES: C1C=CC2N(O)N=NC=2C=1.CCN=C=NCCCN(C)C.Cl.[CH2:23]([O:25][P:26]([C:31]1[CH:32]=[C:33]([CH2:49][CH2:50][C:51]([OH:53])=O)[CH:34]=[CH:35][C:36]=1[O:37][CH2:38][P:39]([O:45][CH:46]([CH3:48])[CH3:47])([O:41][CH:42]([CH3:44])[CH3:43])=[O:40])([O:28][CH2:29][CH3:30])=[O:27])[CH3:24].[C:54]([C:57]1[CH:58]=[C:59]([CH:71]([NH2:73])[CH3:72])[CH:60]=[CH:61][C:62]=1[O:63][CH2:64][CH:65]1[CH2:70][CH2:69][CH2:68][CH2:67][CH2:66]1)(=[O:56])[NH2:55]>C(Cl)Cl.CN(C=O)C>[CH2:29]([O:28][P:26]([C:31]1[CH:32]=[C:33]([CH2:49][CH2:50][C:51](=[O:53])[NH:73][CH:71]([C:59]2[CH:60]=[CH:61][C:62]([O:63][CH2:64][CH:65]3[CH2:66][CH2:67][CH2:68][CH2:69][CH2:70]3)=[C:57]([C:54](=[O:56])[NH2:55])[CH:58]=2)[CH3:72])[CH:34]=[CH:35][C:36]=1[O:37][CH2:38][P:39]([O:45][CH:46]([CH3:47])[CH3:48])([O:41][CH:42]([CH3:44])[CH3:43])=[O:40])(=[O:27])[O:25][CH2:23][CH3:24])[CH3:30] |f:1.2|. Reported procedure: HOBt (94 mg, 0.69 mmol) and EDC.HCl (140 mg, 0.73 mmol) were dissolved in 2.5 mL of dry DCM at 0° C. 3-(3-Diethylphosphono-4-diisopropylphosphonomethoxyphenyl)propionic acid (200 mg, 0.42 mmol) in 1.2 mL of dry DMF was added dropwise with stirring. After 5 min, racemic 1-(3-carbamoyl-4-cyclohexylmethoxyphenyl)ethylamine (120 mg, 0.43 mmol) in 0.8 mL of dry DMF was added dropwise. Stirring was continued at 0° C. for 1 hr. The reaction was quenched with 1 mL of saturated NH4Cl, diluted with 17 mL ... Starting materials: FC=1C=C(C=C(C1OC1=CC(=CC=C1)N(C)C)F)/C=C(/C(=O)O)\C (E-3-[3,5-Difluoro-4-(3-dimethylaminophenoxy)phenyl]-2-methyl-propenoic acid), ester, C([O-])([O-])=O.[K+].[K+] (potassium carbonate), CN(C=1C=C(C=CC1)O)C (3-dimethylaminophenol). Run in CN(C)C=O (DMF). As a reaction SMILES: [F:1][C:2]1[CH:3]=[C:4](/[CH:19]=[C:20](\[CH3:24])/[C:21]([OH:23])=[O:22])[CH:5]=[C:6]([F:18])[C:7]=1[O:8][C:9]1[CH:14]=[CH:13][CH:12]=[C:11]([N:15]([CH3:17])[CH3:16])[CH:10]=1.C(=O)([O-])[O-].[K+].[K+].CN(C)[C:33]1C=C(O)C=C[CH:38]=1>CN(C=O)C>[F:1][C:2]1[CH:3]=[C:4](/[CH:19]=[C:20](\[CH3:24])/[C:21]([O:23][CH2:33][CH3:38])=[O:22])[CH:5]=[C:6]([F:18])[C:7]=1[O:8][C:9]1[CH:14]=[CH:13][CH:12]=[C:11]([N:15]([CH3:16])[CH3:17])[CH:10]=1 |f:1.2.3|. Procedure details: E-3-[3,5-Difluoro-4-(3-dimethylaminophenoxy)phenyl]-2-methyl-propenoic acid guanidide hydrochloride ##STR15## 10 a) The ester from 8 a, 3 eq. of potassium carbonate and 1.1 eq. of 3-dimethylaminophenol were stirred in DMF at 150° C. for 5 hours. After working up and purification, ethyl E-3-[3,5-difluoro-4-(3-dimethylaminophenoxy)phenyl]-2-methyl-propenoate was isolated. Product: FC=1C=C(C=C(C1OC1=CC(=CC=C1)N(C)C)F)/C=C(/C(=O)OCC)\C (ethyl E-3-[3,5-difluoro-4-(3-dimethylaminophenoxy)phenyl]-2-methyl-propenoate).